From a dataset of the Open Reaction Database (ORD), a public repository of structured organic reaction records. describe an organic reaction: reactants, conditions, products, and yield Starting materials: C1(CCCCC1)OC1=CC=C(C(=O)O)C=C1 (4-cyclohexyloxy benzoic acid), CN(CCN(C=1SC2=C(N1)C=CC(=C2)N)C)C (N*2*-(2-Dimethylamino-ethyl)-N*2*-methyl-benzothiazole-2,6-diamine). The product is C1(CCCCC1)OC1=CC=C(C(=O)NC2=CC3=C(N=C(S3)N(C)CCN(C)C)C=C2)C=C1 (4-Cyclohexyloxy-N-{2-[(2-dimethylamino-ethyl)-methyl-amino]-benzothiazol-6-yl}-benzamide). As a reaction SMILES: [CH:1]1([O:7][C:8]2[CH:16]=[CH:15][C:11]([C:12]([OH:14])=O)=[CH:10][CH:9]=2)[CH2:6][CH2:5][CH2:4][CH2:3][CH2:2]1.[CH3:17][N:18]([CH3:33])[CH2:19][CH2:20][N:21]([CH3:32])[C:22]1[S:23][C:24]2[CH:30]=[C:29]([NH2:31])[CH:28]=[CH:27][C:25]=2[N:26]=1>>[CH:1]1([O:7][C:8]2[CH:9]=[CH:10][C:11]([C:12]([NH:31][C:29]3[CH:28]=[CH:27][C:25]4[N:26]=[C:22]([N:21]([CH2:20][CH2:19][N:18]([CH3:17])[CH3:33])[CH3:32])[S:23][C:24]=4[CH:30]=3)=[O:14])=[CH:15][CH:16]=2)[CH2:2][CH2:3][CH2:4][CH2:5][CH2:6]1. Procedure details: The title compound is prepared by following Method A, using 4-cyclohexyloxy benzoic acid (0.20 g, 0.91 mmol), and N*2*-(2-Dimethylamino-ethyl)-N*2*-methyl-benzothiazole-2,6-diamine (0.17 g, 0.68 mmol) to afford the 0.15 g (36%). LC/MS: Retention time=5.23 min; (m/z): calcd for C25H32N4O2S: 453.6; found: 453.0.